Dataset: the Open Reaction Database (ORD), a public repository of structured organic reaction records. Task: describe an organic reaction: reactants, conditions, products, and yield Starting materials: O=C([O-])O, CCOC(CBr)OCC, CCO, CC(C)c1ccc(N)cc1, [Na+]. Yields the product CCOC(CNc1ccc(C(C)C)cc1)OCC. As a reaction SMILES: [C:20](=[O:21])([OH:22])[O-:23].[CH2:11]([CH3:12])[O:13][CH:14]([CH2:15][Br:16])[O:17][CH2:18][CH3:19].[CH3:25][CH2:26][OH:27].[CH:1]([CH3:2])([CH3:3])[c:4]1[cH:5][cH:6][c:7]([NH2:8])[cH:9][cH:10]1.[Na+:24]>>[CH:1]([CH3:2])([CH3:3])[c:4]1[cH:5][cH:6][c:7]([NH:8][CH2:15][CH:14]([O:13][CH2:11][CH3:12])[O:17][CH2:18][CH3:19])[cH:9][cH:10]1. The reactants are Clc1ccnc2ccc(Br)cc12, CC#N, Cl, Nc1cc(O)ccc1Cl, C1COCCO1. The product is Oc1ccc(Cl)c(Nc2ccnc3ccc(Br)cc23)c1, Cl. RXN SMILES: [Br:1][c:2]1[cH:3][c:4]2[c:5]([Cl:12])[cH:6][cH:7][n:8][c:9]2[cH:10][cH:11]1.[CH3:23][C:24]#[N:25].[ClH:22].[NH2:13][c:14]1[cH:15][c:16]([OH:21])[cH:17][cH:18][c:19]1[Cl:20].[O:26]1[CH2:27][CH2:28][O:29][CH2:30][CH2:31]1>>[Br:1][c:2]1[cH:3][c:4]2[c:5]([NH:13][c:14]3[cH:15][c:16]([OH:21])[cH:17][cH:18][c:19]3[Cl:20])[cH:6][cH:7][n:8][c:9]2[cH:10][cH:11]1.[ClH:12]. Starting materials: SC=1C=CC=2N(N1)C=CN2 (6-Mercaptoimidazo[1,2-b]pyridazine), C[O-].[Na+].CO (sodium methoxide methanol), NS(=O)(=O)CCCI (3-aminosulfonyl-1-iodopropane). The solvent is CO (methanol). Conditions: time 1.5 hour. Yields the product S(N)(=O)(=O)CCCSC=1C=CC=2N(N1)C=CN2 (6-(3-sulfamoyl-propylthio)imidazo [1,2-b]pyridazine). Yield: 59.2%. RXN SMILES: [SH:1][C:2]1[CH:3]=[CH:4][C:5]2[N:6]([CH:8]=[CH:9][N:10]=2)[N:7]=1.C[O-].[Na+].CO.[NH2:16][S:17]([CH2:20][CH2:21][CH2:22]I)(=[O:19])=[O:18]>CO>[S:17]([CH2:20][CH2:21][CH2:22][S:1][C:2]1[CH:3]=[CH:4][C:5]2[N:6]([CH:8]=[CH:9][N:10]=2)[N:7]=1)(=[O:19])(=[O:18])[NH2:16] |f:1.2.3|. Procedure: 6-Mercaptoimidazo[1,2-b]pyridazine (1.5 g) and 28 W/W % sodium methoxide-methanol solution (2.1 g) were stirred in 30 ml of methanol at 50° C. for 3 hours. The mixture was cooled to room temperature, 3.0 g of 3-aminosulfonyl-1-iodopropane were added and stirred at room temperature for 1.5 hours. The mixture was distilled to remove the solvent and the residue was subjected to a silica gel chromatography, which was eluted with successive 2 V/V % methanol-chloroform, 2.5 V/V % methanol-chloroform a...